From a dataset of the Open Reaction Database (ORD), a public repository of structured organic reaction records. describe an organic reaction: reactants, conditions, products, and yield Starting materials: CC(C)CCOc1nsnc1-c1cccnc1, CI, CC(C)=O. Yields the product CC(C)CCOc1nsnc1-c1ccc[n+](C)c1, [I-]. Reaction SMILES: [CH2:3]([CH2:4][CH:5]([CH3:6])[CH3:7])[O:8][c:9]1[c:10](-[c:14]2[cH:15][n:16][cH:17][cH:18][cH:19]2)[n:11][s:12][n:13]1.[CH3:1][I:2].[CH3:20][C:21](=[O:22])[CH3:23]>>[CH3:1][n+:16]1[cH:15][c:14](-[c:10]2[c:9]([O:8][CH2:3][CH2:4][CH:5]([CH3:6])[CH3:7])[n:13][s:12][n:11]2)[cH:19][cH:18][cH:17]1.[I-:2]. Reactants: COC1=CC=C(COC(COC=2N=CC(=NC2)C(=O)OC)(C)C)C=C1 (methyl 5-{2-[(4-methoxybenzyl)oxy]-2-methylpropoxy}pyrazine-2-carboxylate), [OH-].[Na+] (sodium hydroxide), CO (methanol), C1CCOC1 (THF). Solvent: O (water). Run at time 1 hour. Product: COC1=CC=C(COC(COC=2N=CC(=NC2)C(=O)O)(C)C)C=C1 (5-{2-[(4-methoxybenzyl)oxy]-2-methylpropoxy}pyrazine-2-carboxylic acid). Yield: 74.4%. As a reaction SMILES: [CH3:1][O:2][C:3]1[CH:25]=[CH:24][C:6]([CH2:7][O:8][C:9]([CH3:23])([CH3:22])[CH2:10][O:11][C:12]2[N:13]=[CH:14][C:15]([C:18]([O:20]C)=[O:19])=[N:16][CH:17]=2)=[CH:5][CH:4]=1.[OH-].[Na+].CO.C1COCC1>O>[CH3:1][O:2][C:3]1[CH:4]=[CH:5][C:6]([CH2:7][O:8][C:9]([CH3:23])([CH3:22])[CH2:10][O:11][C:12]2[N:13]=[CH:14][C:15]([C:18]([OH:20])=[O:19])=[N:16][CH:17]=2)=[CH:24][CH:25]=1 |f:1.2|. Procedure details: A mixture of methyl 5-{2-[(4-methoxybenzyl)oxy]-2-methylpropoxy}pyrazine-2-carboxylate (3.5 g), 1 M aqueous sodium hydroxide solution (35 mL), methanol (35 mL), and THF (35 mL) was stirred at room temperature for 1 hour. To the reaction mixture was added water, followed by washing with ethyl acetate. To the aqueous layer was added 1 M hydrochloric acid to adjust the pH to 4, followed by extraction with ethyl acetate. The organic layer was washed with saturated brine and dried over anhydrous sodi... Starting materials: NC=1C(=CC(=NC1)OCCN1CCCCC1)N[C@H]1CC[C@H](CC1)C(=O)OC (cis-methyl 4-(5-amino-2-(2-(piperidin-1-yl)ethoxy)pyridin-4-ylamino)cyclohexanecarboxylate), FC1=CC=C(C(=O)N=C=S)C=C1 (4-fluorobenzoyl isothiocyanate). The product is FC1=CC=C(C(=O)\N=C/2\N(C3=C(C=NC(=C3)OCCN3CCCCC3)N2)[C@H]2CC[C@H](CC2)C(=O)OC)C=C1 (cis-Methyl 4-((E)-2-(4-fluorobenzoylimino)-6-(2-(piperidin-1-yl)ethoxy)-2,3-dihydro-1H-imidazo[4,5-c]pyridin-1-yl)cyclohexanecarboxylate), C(C1=CC=CC=C1)(=O)\N=C/1\N(C2=C(C=NC=C2)N1)[C@H]1CC[C@H](CC1)C(=O)OC (cis-methyl 4-((E)-2-(benzoylimino)-2,3-dihydro-1H-imidazo[4,5-c]pyridin-1-yl)cyclohexanecarboxylate). The yield is 55.3%. RXN SMILES: [NH2:1][C:2]1[C:3]([NH:17][C@@H:18]2[CH2:23][CH2:22][C@H:21]([C:24]([O:26][CH3:27])=[O:25])[CH2:20][CH2:19]2)=[CH:4][C:5]([O:8][CH2:9][CH2:10][N:11]2[CH2:16][CH2:15][CH2:14][CH2:13][CH2:12]2)=[N:6][CH:7]=1.[F:28][C:29]1[CH:39]=[CH:38][C:32]([C:33]([N:35]=[C:36]=S)=[O:34])=[CH:31][CH:30]=1>>[F:28][C:29]1[CH:30]=[CH:31][C:32]([C:33](/[N:35]=[C:36]2/[N:17]([C@@H:18]3[CH2:19][CH2:20][C@H:21]([C:24]([O:26][CH3:27])=[O:25])[CH2:22][CH2:23]3)[C:3]3[CH:4]=[C:5]([O:8][CH2:9][CH2:10][N:11]4[CH2:16][CH2:15][CH2:14][CH2:13][CH2:12]4)[N:6]=[CH:7][C:2]=3[NH:1]/2)=[O:34])=[CH:38][CH:39]=1.[C:33](/[N:35]=[C:36]1/[N:17]([C@@H:18]2[CH2:19][CH2:20][C@H:21]([C:24]([O:26][CH3:27])=[O:25])[CH2:22][CH2:23]2)[C:3]2[CH:4]=[CH:5][N:6]=[CH:7][C:2]=2[NH:1]/1)(=[O:34])[C:32]1[CH:38]=[CH:39][CH:29]=[CH:30][CH:31]=1. Procedure: The title compound was prepared from cis-methyl 4-(5-amino-2-(2-(piperidin-1-yl)ethoxy)pyridin-4-ylamino)cyclohexanecarboxylate and 4-fluorobenzoyl isothiocyanate using a method analogous to the preparation of cis-methyl 4-((E)-2-(benzoylimino)-2,3-dihydro-1H-imidazo[4,5-c]pyridin-1-yl)cyclohexanecarboxylate (100 mg, 55.3% yield). MS m/z=524.2 [M+H]. Calc'd for C28H34FN5O4: 523.3. 1H NMR (400 MHz, DMSO-d6) δ ppm 1.19-1.30 (m, 2H) 1.34-1.45 (m, 2H) 1.46-1.60 (m, 4H) 1.66-1.91 (m, 5H) 2.17-2.27 (m... Starting materials: C(C)(=O)OCC (ethyl acetate), C(O)([O-])=O.[Na+] (sodium hydrogencarbonate), Cl (hydrochloric acid), C(C=C)OC(=O)N1C[C@@H](C[C@H]1CC=1N2C(SC1)=CN=C2)O[Si](C)(C)C(C)(C)C ((3R,5R)-1-allyloxycarbonyl-3-t-butyldimethylsilyloxy-5-(imidazo[5,1-b]thiazol-3-yl)methylpyrrolidine). Procedure: Concentrated hydrochloric acid (0.75 ml) is added dropwise to a solution of 732 mg of (3R,5R)-1-allyloxycarbonyl-3-t-butyldimethylsilyloxy-5-(imidazo[5,1-b]thiazol-3-yl)methylpyrrolidine in 15 ml of dry acetonitrile under ice cooling, and the mixture is stirred at that temperature for 30 min. The reaction solution is diluted wit 50 ml of ethyl acetate, water is added thereto, and the mixture is rendered weakly alkaline by addition of a saturated aqueous sodium hydrogencarbonate solution and extr... Run at time 30 minute. Run in O (water), C(C)#N (acetonitrile). As a reaction SMILES: Cl.[CH2:2]([O:5][C:6]([N:8]1[C@H:12]([CH2:13][C:14]2[N:15]3[CH:21]=[N:20][CH:19]=[C:16]3[S:17][CH:18]=2)[CH2:11][C@@H:10]([O:22][Si](C(C)(C)C)(C)C)[CH2:9]1)=[O:7])[CH:3]=[CH2:4].C(OCC)(=O)C.C(=O)([O-])O.[Na+]>C(#N)C.O>[CH2:2]([O:5][C:6]([N:8]1[C@H:12]([CH2:13][C:14]2[N:15]3[CH:21]=[N:20][CH:19]=[C:16]3[S:17][CH:18]=2)[CH2:11][C@@H:10]([OH:22])[CH2:9]1)=[O:7])[CH:3]=[CH2:4] |f:3.4|. Product: C(C=C)OC(=O)N1C[C@@H](C[C@H]1CC=1N2C(SC1)=CN=C2)O ((3R,5R)-1-allyloxycarbonyl-3-hydroxy-5-(imidazo[5,1-b]thiazol-3-yl)methylpyrrolidine). Reactants: CC1(SC2=C(NC1(C)C)C=CC=C2)C (2,2,3,3-tetramethyl-2,3-dihydro-4H-1,4-benzothiazine), OC(C(SC1=C(N)C=CC=C1)(C)C)(C)C (2-(2-hydroxy-1,1,2-trimethylpropylthio)-aniline). The product is CC1(C(O1)(C)C)C (tetramethyloxirane), NC1=C(C=CC=C1)S (2-aminothiophenol). As a reaction SMILES: CC1(C)C(C)(C)[NH:6][C:5]2[CH:10]=[CH:11][CH:12]=[CH:13][C:4]=2[S:3]1.[OH:15][C:16]([CH3:29])([CH3:28])[C:17]([CH3:27])([CH3:26])SC1C=CC=CC=1N>>[CH3:26][C:17]1([CH3:27])[O:15][C:16]1([CH3:29])[CH3:28].[NH2:6][C:5]1[CH:10]=[CH:11][CH:12]=[CH:13][C:4]=1[SH:3]. Procedure details: Analogously to Example 1, the required 2,2,3,3-tetramethyl-2,3-dihydro-4H-1,4-benzothiazine is obtained as a colourless oil having a boiling point of 89° C./0.04 mbar using 2-(2-hydroxy-1,1,2-trimethylpropylthio)-aniline, melting point of from 60° to 62° C., boiling point of 125° C./0.1 mbar (obtained from tetramethyloxirane and 2-aminothiophenol). nD20 =1.5955; the mass spectrum shows a molecular ion at 207 (74% relative intensity) and as main fragments 192 (24%), 177 (14%), 164 (100%), 150 (44... The product is ClC(Cl)=CCOc1cc(Cl)c(OCCBr)c(Cl)c1. Reaction SMILES: [C:19]([Br:20])([Br:21])([Br:22])[Br:23].[CH2:43]([Cl:44])[Cl:45].[Cl:1][C:2](=[CH:3][CH2:4][O:5][c:6]1[cH:7][c:8]([Cl:17])[c:9]([O:10][CH2:11][CH2:12][OH:13])[c:14]([Cl:16])[cH:15]1)[Cl:18].[c:24]1([P:25]([c:26]2[cH:27][cH:28][cH:29][cH:30][cH:31]2)[c:32]2[cH:33][cH:34][cH:35][cH:36][cH:37]2)[cH:38][cH:39][cH:40][cH:41][cH:42]1>>[Cl:1][C:2](=[CH:3][CH2:4][O:5][c:6]1[cH:7][c:8]([Cl:17])[c:9]([O:10][CH2:11][CH2:12][Br:20])[c:14]([Cl:16])[cH:15]1)[Cl:18]. The reactants are BrC(Br)(Br)Br, ClCCl, OCCOc1c(Cl)cc(OCC=C(Cl)Cl)cc1Cl, c1ccc(P(c2ccccc2)c2ccccc2)cc1. Reactants: Cl.C(C)(C)(C)C=1C=C(N)C=CC1 (3-t-Butylaniline hydrochloride), N(=O)[O-].[Na+] (sodium nitrite). Run in Cl (hydrochloric acid), O (water). Run at time 1 hour. Yields the product C(C)(C)(C)C=1C=C(C=CC1)NN (3-t-butylphenylhydrazine). As a reaction SMILES: Cl.[C:2]([C:6]1[CH:7]=[C:8]([CH:10]=[CH:11][CH:12]=1)[NH2:9])([CH3:5])([CH3:4])[CH3:3].[N:13]([O-])=O.[Na+]>Cl.O>[C:2]([C:6]1[CH:7]=[C:8]([NH:9][NH2:13])[CH:10]=[CH:11][CH:12]=1)([CH3:5])([CH3:3])[CH3:4] |f:0.1,2.3|. Procedure: 3-t-Butylaniline hydrochloride (5 g) in concentrated hydrochloric acid (8 ml) was stirred at 0° whilst a solution of sodium nitrite (1.86 g) in water (2.4 ml) was slowly added. The mixture was kept at 0° for 1 hour and, after filtering (at 0°), it was treated dropwise with a solution of stannous chloride dihydrate (18.2 g) in concentrated hydrochloric acid (18.8 ml). A pink-coloured solid separated. After 1 hour, this solid was filtered off and washed with saturated aqueous sodium chloride. The ... Starting materials: O.NN (hydrazine hydrate), CC1(OCC(O1)CNC(SC)=S)C (methyl N-(2,2-dimethyl-dioxolan-4-yl-methyl)-dithiocarbamate). Solvent: C(C)O (ethanol). Yields the product CC1(OCC(O1)CNC(NN)=S)C (4-(2,2-dimethyl-dioxolan-4-yl-methyl)-thiosemicarbazide). The yield is 69.4%. RXN SMILES: [CH3:1][C:2]1([CH3:13])[O:6][CH:5]([CH2:7][NH:8][C:9](=S)[S:10]C)[CH2:4][O:3]1.O.[NH2:15][NH2:16]>C(O)C>[CH3:1][C:2]1([CH3:13])[O:6][CH:5]([CH2:7][NH:8][C:9](=[S:10])[NH:15][NH2:16])[CH2:4][O:3]1 |f:1.2|. Procedure: A mixture of methyl N-(2,2-dimethyl-dioxolan-4-yl-methyl)-dithiocarbamate (23,6 g) prepared according to U.S. Pat. No. 4,064,242, absolute ethanol (500 cc) and hydrazine hydrate (5.6 g) is heated under reflux for 2 hours 30 minutes. It is then concentrated to dryness at 20° C. under 20 mm Hg (2.7 kPa) and the residue is taken up in diethyl ether (100 cc). After filtration and drying, 4-(2,2-dimethyl-dioxolan-4-yl-methyl)-thiosemicarbazide (15.2 g) is obtained in the form of a cream-coloured soli...